Dataset: the Open Reaction Database (ORD), a public repository of structured organic reaction records. Task: describe an organic reaction: reactants, conditions, products, and yield Starting materials: CC(C)(C)OC(=O)C(C)(C)Sc1nc(CCOc2ccc(N3CCN(c4ccccc4)CC3)cc2)cs1, ClCCl, O=C(O)C(F)(F)F. The product is CC(C)(Sc1nc(CCOc2ccc(N3CCN(c4ccccc4)CC3)cc2)cs1)C(=O)O. As a reaction SMILES: [C:1]([CH3:2])([CH3:3])([CH3:4])[O:5][C:6]([C:7]([CH3:8])([S:9][c:10]1[s:11][cH:12][c:13]([CH2:15][CH2:16][O:17][c:18]2[cH:19][cH:20][c:21]([N:24]3[CH2:25][CH2:26][N:27]([c:30]4[cH:31][cH:32][cH:33][cH:34][cH:35]4)[CH2:28][CH2:29]3)[cH:22][cH:23]2)[n:14]1)[CH3:36])=[O:37].[Cl:45][CH2:46][Cl:47].[OH:38][C:39]([C:40]([F:41])([F:42])[F:43])=[O:44]>>[O:5]=[C:6]([C:7]([CH3:8])([S:9][c:10]1[s:11][cH:12][c:13]([CH2:15][CH2:16][O:17][c:18]2[cH:19][cH:20][c:21]([N:24]3[CH2:25][CH2:26][N:27]([c:30]4[cH:31][cH:32][cH:33][cH:34][cH:35]4)[CH2:28][CH2:29]3)[cH:22][cH:23]2)[n:14]1)[CH3:36])[OH:37]. The reactants are C(C(=O)O)(=O)O.C(C(=O)O)(=O)O.NC1CCN(CC1)CCNC(=O)C1=NN(C2=CC=CC=C12)C(C)C (N-[2-(4-amino-1-piperidinyl)ethyl]-1-(2-propyl)-1H-indazole-3-carboxamide dioxalate), base, FC1=CC=C(C=C1)N=C=O (4-fluorophenyl isocyanate). Solvent: O1CCCC1 (tetrahydrofuran). Conditions: temperature 10 celsius, time 1.5 hour. Product: C(C(=O)O)(=O)O.FC1=CC=C(C=C1)NC(=O)NC1CCN(CC1)CCNC(=O)C1=NN(C2=CC=CC=C12)C(C)C (N-[2-(4-(4-fluorophenylaminocarbonylamino)-1-piperidinyl)ethyl]-1-(2-propyl)-1H-indazole-3-carboxamide oxalate). As a reaction SMILES: [C:1]([OH:6])(=[O:5])[C:2]([OH:4])=[O:3].C(O)(=O)C(O)=O.[NH2:13][CH:14]1[CH2:19][CH2:18][N:17]([CH2:20][CH2:21][NH:22][C:23]([C:25]2[C:33]3[C:28](=[CH:29][CH:30]=[CH:31][CH:32]=3)[N:27]([CH:34]([CH3:36])[CH3:35])[N:26]=2)=[O:24])[CH2:16][CH2:15]1.[F:37][C:38]1[CH:43]=[CH:42][C:41]([N:44]=[C:45]=[O:46])=[CH:40][CH:39]=1>O1CCCC1>[C:1]([OH:6])(=[O:5])[C:2]([OH:4])=[O:3].[F:37][C:38]1[CH:43]=[CH:42][C:41]([NH:44][C:45]([NH:13][CH:14]2[CH2:15][CH2:16][N:17]([CH2:20][CH2:21][NH:22][C:23]([C:25]3[C:33]4[C:28](=[CH:29][CH:30]=[CH:31][CH:32]=4)[N:27]([CH:34]([CH3:36])[CH3:35])[N:26]=3)=[O:24])[CH2:18][CH2:19]2)=[O:46])=[CH:40][CH:39]=1 |f:0.1.2,5.6|. Reported procedure: The product from Example 23, as the free base (0.330 g, 1 mmol) was stirred in 8 mL tetrahydrofuran and cooled in an ice bath to 10° C. To the mixture was added dropwise 4-fluorophenyl isocyanate (0.11 mL, 1 mmol) and the resulting mixture was stirred 1.5 h at room temperature and filtered, and the filtrate was evaporated to an oil. Crystallization as the oxalate salt from ethyl acetate/methanol provided 0.147 g colorless crystals. Mp 158° C. Mass spectrum, m+ =466. Anal (C27H33 FN6O6) theory C,... Reactants: C(#N)C=1C=CC(=C(C1)C1=NNC=C1NC(=O)C=1C=NN2C1N=CC=C2)OC (N-(3-(5-cyano-2-methoxyphenyl)-1H-pyrazol-4-yl)pyrazolo[1,5-a]pyrimidine-3-carboxamide), ClCC1=CC=NN1C (5-(chloromethyl)-1-methyl-1H-pyrazole), C([O-])([O-])=O.[Cs+].[Cs+] (cesium carbonate). Solvent: CN(C)C=O (DMF), C(C)(=O)OCC (ethyl acetate). Reaction conditions: temperature 60 celsius, time 6 hour. The product is C(#N)C=1C=CC(=C(C1)C1=NN(C=C1NC(=O)C=1C=NN2C1N=CC=C2)CC2=CC=NN2C)OC (N-(3-(5-cyano-2-methoxyphenyl)-1-((1-methyl-1H-pyrazol-5-yl)methyl)-1H-pyrazol-4-yl)pyrazolo[1,5-a]pyrimidine-3-carboxamide). Yield: 32.1%. As a reaction SMILES: [C:1]([C:3]1[CH:4]=[CH:5][C:6]([O:26][CH3:27])=[C:7]([C:9]2[C:13]([NH:14][C:15]([C:17]3[CH:18]=[N:19][N:20]4[CH:25]=[CH:24][CH:23]=[N:22][C:21]=34)=[O:16])=[CH:12][NH:11][N:10]=2)[CH:8]=1)#[N:2].Cl[CH2:29][C:30]1[N:34]([CH3:35])[N:33]=[CH:32][CH:31]=1.C(=O)([O-])[O-].[Cs+].[Cs+]>CN(C=O)C.C(OCC)(=O)C>[C:1]([C:3]1[CH:4]=[CH:5][C:6]([O:26][CH3:27])=[C:7]([C:9]2[C:13]([NH:14][C:15]([C:17]3[CH:18]=[N:19][N:20]4[CH:25]=[CH:24][CH:23]=[N:22][C:21]=34)=[O:16])=[CH:12][N:11]([CH2:29][C:30]3[N:34]([CH3:35])[N:33]=[CH:32][CH:31]=3)[N:10]=2)[CH:8]=1)#[N:2] |f:2.3.4|. Procedure details: To a solution of N-(3-(5-cyano-2-methoxyphenyl)-1H-pyrazol-4-yl)pyrazolo[1,5-a]pyrimidine-3-carboxamide (144 mg, 0.40 mmol) in 3 mL of DMF was added 5-(chloromethyl)-1-methyl-1H-pyrazole (78 mg, 0.6 mmol) and cesium carbonate (391 mg, 1.20 mmol). The reaction mixture was stirred at 60° C. for 6 hours, then cooled to room temperature, diluted with ethyl acetate and filtered. The filtrate was washed with brine, dried over magnesium sulfate, and concentrated. The crude product was purified by rever... Starting materials: ClCCl (dichloromethane), Cl.SCCN (2-mercaptoethylamine hydrochloride), C([O-])([O-])=O.[K+].[K+] (potassium carbonate), C(CCCC)(=O)Cl (valeryl chloride). The solvent is O (water). Reaction conditions: temperature 40 celsius, time 3 hour. The product is SCCNC(CCCC)=O (N-(2-mercaptoethyl)pentanamide). RXN SMILES: Cl.[SH:2][CH2:3][CH2:4][NH2:5].C(=O)([O-])[O-].[K+].[K+].[C:12](Cl)(=[O:17])[CH2:13][CH2:14][CH2:15][CH3:16].ClCCl>O>[SH:2][CH2:3][CH2:4][NH:5][C:12](=[O:17])[CH2:13][CH2:14][CH2:15][CH3:16] |f:0.1,2.3.4|. Procedure details: Under a nitrogen atmosphere, 22.7 g of 2-mercaptoethylamine hydrochloride (0.2 mol) and 44.3 g of potassium carbonate (0.32 mol) were introduced at room temperature in solution in 130 ml of water. The solution was warmed to 40° C. and 12.0 g of valeryl chloride (0.1 mol) were added dropwise over the course of 15 minutes. The batch was stirred at 40° C. for 3 hours and then cooled to room temperature. 70 ml of dichloromethane were added and a phase separation was carried out. The organic phase wa... Starting materials: COC(=O)C1C(C2(C=C(CO2)C=2C(=NC=C(C2)N2N=NN=C2C(F)(F)F)OC)CC1)C1=CC=C(C=C1)F (6-(4-fluorophenyl)-3-[2-methoxy-5-(5-trifluoromethyl-tetrazol-1-yl)-pyridin-3-yl]-1-oxaspiro[4.4]non-3-ene-7-carboxylic acid methyl ester). The reagents and catalysts are [OH-].[Pd+2].[OH-] (palladium hydroxide). Solvent: CO (methanol). Product: COC(=O)[C@@H]1[C@H]([C@]2(C[C@H](CO2)C=2C(=NC=C(C2)N2N=NN=C2C(F)(F)F)OC)CC1)C1=CC=C(C=C1)F ((3S,5R,6S,7S)-6-(4-Fluorophenyl)-3-[2-methoxy-5-(5-trifluoromethyl-tetrazol-1-yl)-pyridin-3-yl]-1-oxaspiro[4.4]nonane-7-carboxylic acid methyl ester). As a reaction SMILES: [CH3:1][O:2][C:3]([CH:5]1[CH2:30][CH2:29][C:7]2([O:11][CH2:10][C:9]([C:12]3[C:13]([O:27][CH3:28])=[N:14][CH:15]=[C:16]([N:18]4[C:22]([C:23]([F:26])([F:25])[F:24])=[N:21][N:20]=[N:19]4)[CH:17]=3)=[CH:8]2)[CH:6]1[C:31]1[CH:36]=[CH:35][C:34]([F:37])=[CH:33][CH:32]=1)=[O:4]>CO.[OH-].[Pd+2].[OH-]>[CH3:1][O:2][C:3]([C@H:5]1[CH2:30][CH2:29][C@:7]2([O:11][CH2:10][C@H:9]([C:12]3[C:13]([O:27][CH3:28])=[N:14][CH:15]=[C:16]([N:18]4[C:22]([C:23]([F:24])([F:25])[F:26])=[N:21][N:20]=[N:19]4)[CH:17]=3)[CH2:8]2)[C@@H:6]1[C:31]1[CH:36]=[CH:35][C:34]([F:37])=[CH:33][CH:32]=1)=[O:4] |f:2.3.4|. Procedure details: The title compound was prepared by hydrogenation with H2 in methanol over 20% palladium hydroxide of 6-(4-fluorophenyl)-3-[2-methoxy-5-(5-trifluoromethyl-tetrazol-1-yl)-pyridin-3-yl]-1-oxaspiro[4.4]non-3-ene-7-carboxylic acid methyl ester by the method given in Example 6, Step G. H NMR (400 MHz, CDCl3): δ 7.435(d, J=3 Hz,1H);7.20-7.28(m, 2H); 6.78-6.85(m, 2H); 6.503(d, J=3 Hz, 1H); 4.12(t, J=7 Hz 1H); 3.67 (m, 1H); 3.55(s,3H); 3.53(s, 3H); 3.27-3.45(m, 1H); 3.15-3.20(m,1H); 3.10(t, J=8 Hz, 1H); ... Reactants: CCOC(=O)c1cn(C2CC2)c2c(F)c(F)c(F)c(N)c2c1=O, [Na+], [OH-], O. Yields the product Nc1c(F)c(F)c(F)c2c1c(=O)c(C(=O)O)cn2C1CC1. RXN SMILES: [NH2:1][c:2]1[c:3]2[c:4](=[O:23])[c:5]([C:18](=[O:19])[O:20][CH2:21][CH3:22])[cH:6][n:7]([CH:15]3[CH2:16][CH2:17]3)[c:8]2[c:9]([F:14])[c:10]([F:13])[c:11]1[F:12].[Na+:25].[OH-:24].[OH2:26]>>[NH2:1][c:2]1[c:3]2[c:4](=[O:23])[c:5]([C:18](=[O:19])[OH:20])[cH:6][n:7]([CH:15]3[CH2:16][CH2:17]3)[c:8]2[c:9]([F:14])[c:10]([F:13])[c:11]1[F:12]. RXN SMILES: [Br:1][C:2]1[CH:7]=[CH:6][C:5]([CH:8]([NH:12][C:13]([O:15][C:16]([CH3:19])([CH3:18])[CH3:17])=[O:14])[C:9]([OH:11])=[O:10])=[CH:4][CH:3]=1.C(=O)([O-])O.[K+].[CH2:25](Br)[C:26]1[CH:31]=[CH:30][CH:29]=[CH:28][CH:27]=1.O>CN(C)C=O>[CH2:25]([O:10][C:9](=[O:11])[CH:8]([C:5]1[CH:4]=[CH:3][C:2]([Br:1])=[CH:7][CH:6]=1)[NH:12][C:13]([O:15][C:16]([CH3:19])([CH3:18])[CH3:17])=[O:14])[C:26]1[CH:31]=[CH:30][CH:29]=[CH:28][CH:27]=1 |f:1.2|. The solvent is CN(C=O)C (N,N-dimethylformamide). The product is C(C1=CC=CC=C1)OC(C(NC(=O)OC(C)(C)C)C1=CC=C(C=C1)Br)=O ((4-bromo-phenyl)-tert-butoxycarbonylamino-acetic acid benzyl ester). Procedure: (4-Bromo-phenyl)-tert-butoxycarbonylamino-acetic acid (780 mg, 2.4 mmol) was dissolved in N,N-dimethylformamide (15 mL) and to this was added potassium hydrogen carbonate (260 mg, 2.6 mmol) followed by benzyl bromide (281 μL, 2.4 mmol) and stirring continued at ambient temperature for 6 hours. The reaction was poured into water (50 mL) and extracted with ethyl acetate (2×60 mL). The organic extracts were washed with water (2×20 mL), brine, dried over sodium sulfate and filtered through a layer o... Reactants: O (water), BrC1=CC=C(C=C1)C(C(=O)O)NC(=O)OC(C)(C)C ((4-Bromo-phenyl)-tert-butoxycarbonylamino-acetic acid), C(C1=CC=CC=C1)Br (benzyl bromide), C(O)([O-])=O.[K+] (potassium hydrogen carbonate). Run at time 6 hour. Isolated yield 49.6%. The reactants are COc1cc(Br)ccc1-n1c(CC2CCN(C(=O)C3CC3)C2)n[nH]c1=O, OB(O)c1ccc(F)cc1. Yields the product COc1cc(-c2ccc(F)cc2)ccc1-n1c(CC2CCN(C(=O)C3CC3)C2)n[nH]c1=O. As a reaction SMILES: [Br:1][c:2]1[cH:3][c:4]([O:25][CH3:26])[c:5](-[n:8]2[c:9](=[O:24])[nH:10][n:11][c:12]2[CH2:13][CH:14]2[CH2:15][N:16]([C:19](=[O:20])[CH:21]3[CH2:22][CH2:23]3)[CH2:17][CH2:18]2)[cH:6][cH:7]1.[OH:27][B:28]([OH:29])[c:30]1[cH:31][cH:32][c:33]([F:34])[cH:35][cH:36]1>>[c:2]1(-[c:30]2[cH:31][cH:32][c:33]([F:34])[cH:35][cH:36]2)[cH:3][c:4]([O:25][CH3:26])[c:5](-[n:8]2[c:9](=[O:24])[nH:10][n:11][c:12]2[CH2:13][CH:14]2[CH2:15][N:16]([C:19](=[O:20])[CH:21]3[CH2:22][CH2:23]3)[CH2:17][CH2:18]2)[cH:6][cH:7]1. Reactants: C1(CCCCCCC1)=O (cyclooctanone), [H-].[Na+] (sodium hydride), oil, C(C)OP(=O)(OCC)CC(=O)OCC (ethyl diethylphosphonoacetate), Cl (hydrochloric acid). Run in O1CCCC1 (tetrahydrofuran), O1CCCC1 (tetrahydrofuran), O (Water). Run at time 30 minute. Yields the product C1(CCCCCCC1)=CC(=O)OCC (Ethyl cyclooctylideneacetate). As a reaction SMILES: [H-].[Na+].C(OP([CH2:11][C:12]([O:14][CH2:15][CH3:16])=[O:13])(OCC)=O)C.[C:17]1(=O)[CH2:24][CH2:23][CH2:22][CH2:21][CH2:20][CH2:19][CH2:18]1.Cl>O1CCCC1.O>[C:17]1(=[CH:11][C:12]([O:14][CH2:15][CH3:16])=[O:13])[CH2:24][CH2:23][CH2:22][CH2:21][CH2:20][CH2:19][CH2:18]1 |f:0.1|. Procedure details: To a suspension of 60% sodium hydride/mineral oil (969 mg) in tetrahydrofuran (50 mL) was added ethyl diethylphosphonoacetate (5.48 mL) dropwise under ice cooling. After stirring the solution under ice cooling for 30 minutes, a solution of cyclooctanone (2.52 g) in tetrahydrofuran (70 mL) was added dropwise to the solution under ice cooling. The resulting solution was stirred under ice cooling for 2 hours and at room temperature for 40 hours. Water and 3N hydrochloric acid were then added to the... Reactants: [H-].[Na+] (NaH), oil, C1OC=2C=C(CCl)C=CC2O1 (3,4-methylenedioxybenzyl chloride), C(CC(=O)OC)(=O)OC (dimethyl malonate). Solvent: C1CCOC1 (THF). Run at time 0.5 hour. The product is C1OC=2C=C(C=CC2O1)CC(C(=O)OC)(C(=O)OC)CC1=CC2=C(C=C1)OCO2 (Dimethyl bis-(3,4-methylenedioxyphenylmethyl)-malonate). The yield is 68.5%. As a reaction SMILES: [H-].[Na+].[C:3]([O:10][CH3:11])(=[O:9])[CH2:4][C:5]([O:7][CH3:8])=[O:6].[CH2:12]1[O:22][C:21]2[CH:20]=[CH:19][C:16]([CH2:17]Cl)=[CH:15][C:14]=2[O:13]1>C1COCC1>[CH2:12]1[O:22][C:21]2[CH:20]=[CH:19][C:16]([CH2:17][C:4]([CH2:17][C:16]3[CH:19]=[CH:20][C:21]4[O:22][CH2:12][O:13][C:14]=4[CH:15]=3)([C:3]([O:10][CH3:11])=[O:9])[C:5]([O:7][CH3:8])=[O:6])=[CH:15][C:14]=2[O:13]1 |f:0.1|. Procedure: A suspension of 6.6 g (0.165 mol) of NaH.oil (60%) in 200 mL THF was cooled in ice and treated dropwise with 10 g (0.075 mol) of dimethyl malonate. After stirring for 0.5 hour, the solution was treated with a solution of 27.3 g (0.16 mol) of 3,4-methylenedioxybenzyl chloride (50% in CH2Cl2). After stirring at room temperature overnight, the solution was heated at reflux overnight. The mixture was filtered and the solvent removed under reduced pressure. The residue was taken up in EtOAc and washe...